This data is from the Open Reaction Database (ORD), a public repository of structured organic reaction records. The task is: describe an organic reaction: reactants, conditions, products, and yield Reactants: ClC(=O)OCC (ethyl chloroformate), [Na] (sodium), C(C1=CC=CC=C1)ON1[C@@H]2CC[C@H](N(C1=O)C2)C(=O)O ((2S, 5R)-6-benzyloxy-7-oxo-1, 6-diaza-bicyclo [3.2.1] octane-2-carboxylic acid), [BH4-].[Na+] (NaBH4), CN1CCOCC1 (N-methyl morpholine). The solvent is C(C)(=O)OCC (ethyl acetate), O (water), O1CCCC1 (tetrahydrofuran). Reaction conditions: temperature -10 celsius. The product is C(C1=CC=CC=C1)ON1[C@@H]2CC[C@H](N(C1=O)C2)CO ((2S, 5R)-6-(benzyloxy)-2-(hydroxymethyl)-7-oxo-1, 6-diaza-bicyclo[3.2.1]octane). Isolated yield 99.0%. Reaction SMILES: [Na].[CH2:2]([O:9][N:10]1[C:16](=[O:17])[N:15]2[CH2:18][C@H:11]1[CH2:12][CH2:13][C@H:14]2[C:19](O)=[O:20])[C:3]1[CH:8]=[CH:7][CH:6]=[CH:5][CH:4]=1.CN1CCOCC1.ClC(OCC)=O.[BH4-].[Na+]>O1CCCC1.C(OCC)(=O)C.O>[CH2:2]([O:9][N:10]1[C:16](=[O:17])[N:15]2[CH2:18][C@H:11]1[CH2:12][CH2:13][C@H:14]2[CH2:19][OH:20])[C:3]1[CH:4]=[CH:5][CH:6]=[CH:7][CH:8]=1 |f:4.5,^1:0|. Procedure: The sodium salt of (2S, 5R)-6-benzyloxy-7-oxo-1, 6-diaza-bicyclo [3.2.1] octane-2-carboxylic acid (II) (50 g, 0.16 moles, prepared as per the procedure described in Indian Patent Application No. 699/MUM/2013) was suspended in tetrahydrofuran (500 ml). To the suspension was added N-methyl morpholine (18.4 ml, 0.16 moles) under stirring. The reaction mixture was cooled to about −10° C. and ethyl chloroformate was added via addition funnel and stirred for 1 hour at about −10° C. To the reaction mix... Reactants: C(C)(C)(C)C=1C=C(C=O)C=C(C1O)C(C)(C)C (3,5-di-t-butyl-4-hydroxybenzaldehyde), C(C1=CC=CC=C1)NS(=O)(=O)CC#N (N-benzyl cyanomethyl sulfonamide). The reagents and catalysts are N1CCCCC1 (piperidine). Solvent: C(C)O (ethanol), O (water). Reaction conditions: temperature 100 celsius. The product is C(C1=CC=CC=C1)NS(=O)(=O)\C(\C#N)=C\C1=CC(=C(C(=C1)C(C)(C)C)O)C(C)(C)C ((E)-2-(Benzylaminosulfonyl)-3-(3,5-di-t-butyl-4-hydroxyphenyl)acrylonitrile). Reaction SMILES: [C:1]([C:5]1[CH:6]=[C:7]([CH:10]=[C:11]([C:14]([CH3:17])([CH3:16])[CH3:15])[C:12]=1[OH:13])[CH:8]=O)([CH3:4])([CH3:3])[CH3:2].[CH2:18]([NH:25][S:26]([CH2:29][C:30]#[N:31])(=[O:28])=[O:27])[C:19]1[CH:24]=[CH:23][CH:22]=[CH:21][CH:20]=1>C(O)C.N1CCCCC1.O>[CH2:18]([NH:25][S:26](/[C:29](=[CH:8]/[C:7]1[CH:6]=[C:5]([C:1]([CH3:4])([CH3:3])[CH3:2])[C:12]([OH:13])=[C:11]([C:14]([CH3:17])([CH3:16])[CH3:15])[CH:10]=1)/[C:30]#[N:31])(=[O:28])=[O:27])[C:19]1[CH:20]=[CH:21][CH:22]=[CH:23][CH:24]=1. Procedure: A mixture of 250 mg of 3,5-di-t-butyl-4-hydroxybenzaldehyde and 230 mg of N-benzyl cyanomethyl sulfonamide in 2 ml of ethanol with 2 drops of piperidine was heated at 100° C. for 3 hours. The cooled mixture was then diluted with 10 ml of water and extracted with 50 ml of ethyl acetate. The organic extract was then washed with brine, dried over sodium sulfate, filtered and concentrated. Crystallization of the crude with ethyl acetate and hexane yield 206 mg of the titled compound. Starting materials: ClC=1N=C(C2=C(N1)C(CC2)C2=C(C=C(C=C2)F)F)NC(C)CCCOC2=C(C=CC(=C2)[N+](=O)[O-])N2N=C(N=C2)C (2-chloro-7-(2,4-difluorophenyl)-N-(5-(2-(3-methyl-1H-1,2,4-triazol-1-yl)-5-nitrophenoxy)pentan-2-yl)-6,7-dihydro-5H-cyclopenta[d]pyrimidin-4-amine), CO (methanol), C1CCOC1 (THF), [Cl-].[NH4+] (ammonium chloride). The reagents and catalysts are [Fe] (Iron). The solvent is O (water), O (water). Conditions: temperature 70 celsius, time 2 hour. Product: NC=1C=CC(=C(OCCCC(C)NC=2C3=C(N=C(N2)Cl)C(CC3)C3=C(C=C(C=C3)F)F)C1)N1N=C(N=C1)C (N-(5-(5-amino-2-(3-methyl-1H-1,2,4-triazol-1-yl)phenoxy)pentan-2-yl)-2-chloro-7-(2,4-difluorophenyl)-6,7-dihydro-5H-cyclopenta[d]pyrimidin-4-amine). Isolated yield 81.2%. Reaction SMILES: [Cl:1][C:2]1[N:3]=[C:4]([NH:19][CH:20]([CH2:22][CH2:23][CH2:24][O:25][C:26]2[CH:31]=[C:30]([N+:32]([O-])=O)[CH:29]=[CH:28][C:27]=2[N:35]2[CH:39]=[N:38][C:37]([CH3:40])=[N:36]2)[CH3:21])[C:5]2[CH2:10][CH2:9][CH:8]([C:11]3[CH:16]=[CH:15][C:14]([F:17])=[CH:13][C:12]=3[F:18])[C:6]=2[N:7]=1.CO.C1COCC1.[Cl-].[NH4+]>[Fe].O>[NH2:32][C:30]1[CH:29]=[CH:28][C:27]([N:35]2[CH:39]=[N:38][C:37]([CH3:40])=[N:36]2)=[C:26]([CH:31]=1)[O:25][CH2:24][CH2:23][CH2:22][CH:20]([NH:19][C:4]1[C:5]2[CH2:10][CH2:9][CH:8]([C:11]3[CH:16]=[CH:15][C:14]([F:17])=[CH:13][C:12]=3[F:18])[C:6]=2[N:7]=[C:2]([Cl:1])[N:3]=1)[CH3:21] |f:3.4|. Reported procedure: Iron powder-325 mesh (0.63 g, 11.4 mmol) was added to a round bottom flask charged with a mixture of 2-chloro-7-(2,4-difluorophenyl)-N-(5-(2-(3-methyl-1H-1,2,4-triazol-1-yl)-5-nitrophenoxy)pentan-2-yl)-6,7-dihydro-5H-cyclopenta[d]pyrimidin-4-amine (0.65 g, 1.14 mmol), methanol (15 mL), THF (30 mL), water (15 mL) and ammonium chloride (0.61 g, 11.4 mmol). A water-cooled reflux condenser was attached to the flask and the heterogeneous mixture was heated at 70° C. with vigorous stirring for 2 h. Th... The reactants are CNO (N-methylhydroxylamine), CN(C(=O)C=1C=CC2=C(C=CC(CO2)=O)C1)C (N,N-dimethyl-3-oxo-2,3-dihydro-1-benzoxepin-7-carboxamide), CO (methanol). Run at time 2 hour. Product: CON=C1COC2=C(C=C1)C=C(C=C2)C(=O)N(C)C (3-(methoxyimino)-N,N-dimethyl-2,3-dihydro-1-benzoxepin-7-carboxamide). The yield is 38.0%. Reaction SMILES: [CH3:1][NH:2][OH:3].[CH3:4][N:5]([CH3:20])[C:6]([C:8]1[CH:9]=[CH:10][C:11]2[O:17][CH2:16]C(=O)[CH:14]=[CH:13][C:12]=2[CH:19]=1)=[O:7].[CH3:21]O>>[CH3:21][O:3][N:2]=[C:1]1[CH:14]=[CH:13][C:12]2[CH:19]=[C:8]([C:6]([N:5]([CH3:20])[CH3:4])=[O:7])[CH:9]=[CH:10][C:11]=2[O:17][CH2:16]1. Procedure: 37 mg of N-methylhydroxylamine are added to 150 mg (0.65 mmol) of N,N-dimethyl-3-oxo-2,3-dihydro-1-benzoxepin-7-carboxamide, prepared according to example 53, in solution in 1 ml of methanol, and the medium is stirred at ambient temperature for 2 hours. After evaporating the methanol, followed by the conventional treatments, the crude product is purified to provide 65 mg (38%) of 3-(methoxyimino)-N,N-dimethyl-2,3-dihydro-1-benzoxepin-7-carboxamide, as an equimolecular mixture of the E and Z isom... Starting materials: Nc1ccc2nc(NC3CCc4ccccc43)ccc2c1, O=S(=O)(Cl)N1CCCC1. The product is O=S(=O)(Nc1ccc2nc(NC3CCc4ccccc43)ccc2c1)N1CCCC1. As a reaction SMILES: [CH:10]1([NH:19][c:20]2[n:21][c:22]3[cH:23][cH:24][c:25]([NH2:30])[cH:26][c:27]3[cH:28][cH:29]2)[CH2:11][CH2:12][c:13]2[cH:14][cH:15][cH:16][cH:17][c:18]21.[N:1]1([S:6](=[O:7])(=[O:8])[Cl:9])[CH2:2][CH2:3][CH2:4][CH2:5]1>>[N:1]1([S:6](=[O:7])(=[O:8])[NH:30][c:25]2[cH:24][cH:23][c:22]3[n:21][c:20]([NH:19][CH:10]4[CH2:11][CH2:12][c:13]5[cH:14][cH:15][cH:16][cH:17][c:18]54)[cH:29][cH:28][c:27]3[cH:26]2)[CH2:2][CH2:3][CH2:4][CH2:5]1. Reactants: O=C1CCC(=O)N1Br, CN(C)C=O, O, CC(=O)c1cc2c(cc1O)C(C)(C)CCC2. The product is CC(=O)c1cc2c(c(Br)c1O)C(C)(C)CCC2. RXN SMILES: [Br:17][N:18]1[C:19](=[O:20])[CH2:21][CH2:22][C:23]1=[O:24].[CH3:25][N:26]([CH3:27])[CH:28]=[O:29].[OH2:30].[OH:1][c:2]1[c:3]([C:14]([CH3:15])=[O:16])[cH:4][c:5]2[c:10]([cH:11]1)[C:9]([CH3:12])([CH3:13])[CH2:8][CH2:7][CH2:6]2>>[OH:1][c:2]1[c:3]([C:14]([CH3:15])=[O:16])[cH:4][c:5]2[c:10]([c:11]1[Br:17])[C:9]([CH3:12])([CH3:13])[CH2:8][CH2:7][CH2:6]2. The reactants are C(C)(C)(C)OC(NCCCCN1C(C(=C(C1=O)C1=CC=CC=C1)C1=CC=CC=C1)=O)=O (N-[4-(2,5-dioxo-3,4-diphenyl-2,5-dihydropyr-rol-1-yl)-butyl]-carbamic acid tert-butylester), Cl (hydrochloric acid). Solvent: C(C)O (ethanol). The product is Cl.O=C1N(C(C(=C1C1=CC=CC=C1)C1=CC=CC=C1)=O)CCCCN (4-(2,5-dioxo-3,4-diphenyl-2,5-dihydropyrrol-1-yl)-butylamine hydrochloride). Reaction SMILES: C(OC(=O)[NH:7][CH2:8][CH2:9][CH2:10][CH2:11][N:12]1[C:16](=[O:17])[C:15]([C:18]2[CH:23]=[CH:22][CH:21]=[CH:20][CH:19]=2)=[C:14]([C:24]2[CH:29]=[CH:28][CH:27]=[CH:26][CH:25]=2)[C:13]1=[O:30])(C)(C)C.[ClH:32]>C(O)C>[ClH:32].[O:30]=[C:13]1[C:14]([C:24]2[CH:25]=[CH:26][CH:27]=[CH:28][CH:29]=2)=[C:15]([C:18]2[CH:19]=[CH:20][CH:21]=[CH:22][CH:23]=2)[C:16](=[O:17])[N:12]1[CH2:11][CH2:10][CH2:9][CH2:8][NH2:7] |f:3.4|. Reported procedure: 8.2 g (<18 mmol) N-[4-(2,5-dioxo-3,4-diphenyl-2,5-dihydropyr-rol-1-yl)-butyl]-carbamic acid tert-butylester are dissolved in 80 ml ethanol and heated under reflux for two hours after addition of 4.5 ml (54 mmol) concentrated hydrochloric acid. The cooled solution is concentrated under vacuum and the residue is dried under high vacuum. The accumulated crude product is further processed without further purification: Yield 6.3 g of a yellow solid. The reactants are CC(=O)O, CO, Nc1n[nH]c2ncnc(Nc3cccc(Cl)c3)c12, O=Cc1ccc(-c2cncs2)cc1. The product is Clc1cccc(Nc2ncnc3[nH]nc(N=Cc4ccc(-c5cncs5)cc4)c23)c1. RXN SMILES: [CH3:19][C:20](=[O:21])[OH:22].[CH3:36][OH:37].[NH2:1][c:2]1[n:3][nH:4][c:5]2[n:6][cH:7][n:8][c:9]([NH:11][c:12]3[cH:13][c:14]([Cl:18])[cH:15][cH:16][cH:17]3)[c:10]12.[s:23]1[cH:24][n:25][cH:26][c:27]1-[c:28]1[cH:29][cH:30][c:31]([CH:32]=[O:33])[cH:34][cH:35]1>>[N:1]([c:2]1[n:3][nH:4][c:5]2[n:6][cH:7][n:8][c:9]([NH:11][c:12]3[cH:13][c:14]([Cl:18])[cH:15][cH:16][cH:17]3)[c:10]12)=[CH:32][c:31]1[cH:30][cH:29][c:28](-[c:27]2[s:23][cH:24][n:25][cH:26]2)[cH:35][cH:34]1. Reactants: C(C)(C)(C)OC(=O)NCCC1=CC=C(CC=2C(=CC(=C(C2)[C@H]2[C@H](OC(C)=O)[C@@H](OC(C)=O)[C@H](OC(C)=O)[C@H](O2)COC(C)=O)OC(C)=O)C)C=C1 ((1S)-1-[5-[4-(2-tert-butoxycarbonylaminoethyl)benzyl]-2-acetoxy-4-methylphenyl]-1,5-anhydro-2,3,4,6-tetra-O-acetyl-D-glucitol), FC(C(=O)O)(F)F (trifluoroacetic acid). Run in C(Cl)(Cl)Cl (chloroform), C(Cl)(Cl)Cl (chloroform). Reaction conditions: time 1.5 hour. Product: NCCC1=CC=C(CC=2C(=CC(=C(C2)[C@H]2[C@H](OC(C)=O)[C@@H](OC(C)=O)[C@H](OC(C)=O)[C@H](O2)COC(C)=O)OC(C)=O)C)C=C1 ((1S)-1-[5-[4-(2-aminoethyl)benzyl]-2-acetoxy-4-methylphenyl]-1,5-anhydro-2,3,4,6-tetra-O-acetyl-D-glucitol). Reaction SMILES: C(OC([NH:8][CH2:9][CH2:10][C:11]1[CH:51]=[CH:50][C:14]([CH2:15][C:16]2[C:17]([CH3:49])=[CH:18][C:19]([O:45][C:46](=[O:48])[CH3:47])=[C:20]([C@@H:22]3[O:39][C@H:38]([CH2:40][O:41][C:42](=[O:44])[CH3:43])[C@@H:33]([O:34][C:35](=[O:37])[CH3:36])[C@H:28]([O:29][C:30](=[O:32])[CH3:31])[C@H:23]3[O:24][C:25](=[O:27])[CH3:26])[CH:21]=2)=[CH:13][CH:12]=1)=O)(C)(C)C.FC(F)(F)C(O)=O>C(Cl)(Cl)Cl>[NH2:8][CH2:9][CH2:10][C:11]1[CH:12]=[CH:13][C:14]([CH2:15][C:16]2[C:17]([CH3:49])=[CH:18][C:19]([O:45][C:46](=[O:48])[CH3:47])=[C:20]([C@@H:22]3[O:39][C@H:38]([CH2:40][O:41][C:42](=[O:44])[CH3:43])[C@@H:33]([O:34][C:35](=[O:37])[CH3:36])[C@H:28]([O:29][C:30](=[O:32])[CH3:31])[C@H:23]3[O:24][C:25](=[O:27])[CH3:26])[CH:21]=2)=[CH:50][CH:51]=1. Procedure details: To a chloroform solution (80 mL) of (1S)-1-[5-[4-(2-tert-butoxycarbonylaminoethyl)benzyl]-2-acetoxy-4-methylphenyl]-1,5-anhydro-2,3,4,6-tetra-O-acetyl-D-glucitol was added trifluoroacetic acid (23 mL), and the mixture was stirred for 1.5 hours at room temperature. The solvent was evaporated under reduced pressure to obtain a residue. Thus obtained residue was diluted with chloroform, and washed with a saturated sodium bicarbonate aqueous solution and brine. This solution was dried with anhydrous... The product is ClC1=CC=2N(C=C1)C(=C(N2)COC)C(C2=CC1=C(/C(/C3=C(OC1)C=C(C=C3)F)=C(\C#N)/C)C=C2)O ((E)-2-(8-{[7-chloro-2-(methoxymethyl)imidazo[1,2-a]pyridin-3-yl](hydroxy)methyl}-3-fluorodibenzo[b,e]oxepin-11(6H)-ylidene)propanenitrile). Reported procedure: [step 4] Using 7-chloro-3-iodo-2-(methoxymethyl)imidazo[1,2-a]pyridine (700 mg, 2.17 mmol) obtained in step 3 and (E)-2-(3-fluoro-8-formyldibenzo[b,e]oxepin-11(6H)-ylidene)propanenitrile (318 mg, 1.09 mmol) obtained in Reference Example 5, and in the same manner as in Reference Example 8F, step 4, (E)-2-(8-{[7-chloro-2-(methoxymethyl)imidazo[1,2-a]pyridin-3-yl](hydroxy)methyl}-3-fluorodibenzo[b,e]oxepin-11(6H)-ylidene)propanenitrile (400 mg, 75%) was obtained. Reactants: ClC1=CC=2N(C=C1)C(=C(N2)COC)I (7-chloro-3-iodo-2-(methoxymethyl)imidazo[1,2-a]pyridine), FC=1C=CC\2=C(OCC3=C(/C2=C(\C#N)/C)C=CC(=C3)C=O)C1 ((E)-2-(3-fluoro-8-formyldibenzo[b,e]oxepin-11(6H)-ylidene)propanenitrile). RXN SMILES: [Cl:1][C:2]1[CH:7]=[CH:6][N:5]2[C:8](I)=[C:9]([CH2:11][O:12][CH3:13])[N:10]=[C:4]2[CH:3]=1.[F:15][C:16]1[CH:17]=[CH:18][C:19]2=[C:20]([CH:36]=1)[O:21][CH2:22][C:23]1[CH:33]=[C:32]([CH:34]=[O:35])[CH:31]=[CH:30][C:24]=1/[C:25]/2=[C:26](/[CH3:29])\[C:27]#[N:28]>>[Cl:1][C:2]1[CH:7]=[CH:6][N:5]2[C:8]([CH:34]([OH:35])[C:32]3[CH:31]=[CH:30][C:24]4/[C:25](=[C:26](/[CH3:29])\[C:27]#[N:28])/[C:19]5[CH:18]=[CH:17][C:16]([F:15])=[CH:36][C:20]=5[O:21][CH2:22][C:23]=4[CH:33]=3)=[C:9]([CH2:11][O:12][CH3:13])[N:10]=[C:4]2[CH:3]=1. Isolated yield 74.9%.